This data is from the Open Reaction Database (ORD), a public repository of structured organic reaction records. The task is: describe an organic reaction: reactants, conditions, products, and yield Reactants: [OH-].[Na+] (sodium hydroxide), C(C)(C)(C)OC(=O)N1C(CN(C(C1)=O)C1=C(C=CC=C1)OCCCOC)(C)C (4-[2-(3-methoxypropoxy)phenyl]-2,2-dimethyl-5-oxopiperazine-1-carboxylic acid t-butyl ester), O (Water). The solvent is O1CCCC1 (tetrahydrofuran). Reaction conditions: time 15 minute. Yields the product C(C)(C)(C)OC(=O)N1C(CN(CC1)C1=C(C=CC=C1)OCCCOC)(C)C (4-[2-(3-Methoxypropoxy)phenyl]-2,2-dimethylpiperazine-1-carboxylic acid t-butyl ester). Yield: 94.7%. Reaction SMILES: [C:1]([O:5][C:6]([N:8]1[CH2:13][C:12](=O)[N:11]([C:15]2[CH:20]=[CH:19][CH:18]=[CH:17][C:16]=2[O:21][CH2:22][CH2:23][CH2:24][O:25][CH3:26])[CH2:10][C:9]1([CH3:28])[CH3:27])=[O:7])([CH3:4])([CH3:3])[CH3:2].[OH-].[Na+].O>O1CCCC1>[C:1]([O:5][C:6]([N:8]1[CH2:13][CH2:12][N:11]([C:15]2[CH:20]=[CH:19][CH:18]=[CH:17][C:16]=2[O:21][CH2:22][CH2:23][CH2:24][O:25][CH3:26])[CH2:10][C:9]1([CH3:28])[CH3:27])=[O:7])([CH3:4])([CH3:3])[CH3:2] |f:1.2|. Procedure details: 2.30 ml of a borane-tetrahydrofuran complex (1.2 mol/l) (2.76 mmol) was added to a solution of 303 mg of 4-[2-(3-methoxypropoxy)phenyl]-2,2-dimethyl-5-oxopiperazine-1-carboxylic acid t-butyl ester obtained in Example (10e) (0.77 mmol) in tetrahydrofuran (2.8 ml) under a nitrogen atmosphere and under ice-cooling over five minutes, and the mixture was stirred at room temperature for 15 minutes. The reaction mixture was cooled in an ice bath. Then, 2.76 ml of a 1 N sodium hydroxide aqueous solution...